Dataset: the Open Reaction Database (ORD), a public repository of structured organic reaction records. Task: describe an organic reaction: reactants, conditions, products, and yield Starting materials: C(C1=CC=CC=C1)NC(=O)C1=C(N=C(S1)C1=NC(=CN=C1)I)C (2-(6-iodo-pyrazin-2-yl)-4-methyl-thiazole-5-carboxylic acid benzylamide), C(=O)([O-])[O-].[Na+].[Na+] (Na2CO3), C(C1=CC=CC=C1)B1OC(C)(C)C(C)(C)O1 (benzyl boronic acid pinacol ester), O (water). Reagents/catalysts: C1=CC=C(C=C1)P([C-]2C=CC=C2)C3=CC=CC=C3.C1=CC=C(C=C1)P([C-]2C=CC=C2)C3=CC=CC=C3.Cl[Pd]Cl.[Fe+2] (PdCl2(dppf)). Solvent: COC (dimethyl ether). Reaction conditions: time 4 hour. Yields the product C(C1=CC=CC=C1)NC(=O)C1=C(N=C(S1)C1=NC(=CN=C1)CC1=CC=CC=C1)C (2-(6-benzyl-pyrazin-2-yl)-4-methyl-thiazole-5-carboxylic acid benzylamide). The yield is 64.0%. As a reaction SMILES: [CH2:1]([NH:8][C:9]([C:11]1[S:15][C:14]([C:16]2[CH:21]=[N:20][CH:19]=[C:18](I)[N:17]=2)=[N:13][C:12]=1[CH3:23])=[O:10])[C:2]1[CH:7]=[CH:6][CH:5]=[CH:4][CH:3]=1.C([O-])([O-])=O.[Na+].[Na+].[CH2:30](B1OC(C)(C)C(C)(C)O1)[C:31]1[CH:36]=[CH:35][CH:34]=[CH:33][CH:32]=1.O>COC.C1C=CC(P(C2C=CC=CC=2)[C-]2C=CC=C2)=CC=1.C1C=CC(P(C2C=CC=CC=2)[C-]2C=CC=C2)=CC=1.Cl[Pd]Cl.[Fe+2]>[CH2:1]([NH:8][C:9]([C:11]1[S:15][C:14]([C:16]2[CH:21]=[N:20][CH:19]=[C:18]([CH2:30][C:31]3[CH:36]=[CH:35][CH:34]=[CH:33][CH:32]=3)[N:17]=2)=[N:13][C:12]=1[CH3:23])=[O:10])[C:2]1[CH:7]=[CH:6][CH:5]=[CH:4][CH:3]=1 |f:1.2.3,7.8.9.10|. Procedure details: Part C. To a solution of 2-(6-iodo-pyrazin-2-yl)-4-methyl-thiazole-5-carboxylic acid benzylamide (70 mg, 0.16 mmol, 1.0 equiv) in dimethyl ether (1 mL) was added Na2CO3 (34 mg, 0.32 mmol, 2.0 equiv), benzyl boronic acid pinacol ester (87 μL, 0.40 mmol, 2.5 equiv), PdCl2(dppf) (11 mg, 0.02 mmol, 0.1 equiv) and water (0.1 mL) in a sealed tube. The reaction was immersed in an oil bath preheated to 100° C. After stirring for 4 hr, the reaction was cooled and the solvent was removed in vacuo. The cru... Starting materials: NCCC=1N=C(SC1)NC(=O)NC1=C(C=C(C=C1)C)C(=O)C1CCCC1 (1-[4-(amino-ethyl)-thiazol-2-yl]-3-(2-cyclopentanecarbonyl-4-methyl-phenyl)-urea), C(C)(=O)Cl (acetyl chloride), N1=CC=CC=C1 (pyridine). The solvent is C(Cl)Cl (DCM). Run at time 3 hour. Product: C1(CCCC1)C(=O)C1=C(C=CC(=C1)C)NC(NC=1SC=C(N1)CCNC(C)=O)=O (N-(2-{-2-[3-(2-Cyclopentanecarbonyl-4-methyl-phenyl)-ureido]-thiazol-4-yl}-ethyl)-acetamide). Isolated yield 64.0%. Reaction SMILES: [NH2:1][CH2:2][CH2:3][C:4]1[N:5]=[C:6]([NH:9][C:10]([NH:12][C:13]2[CH:18]=[CH:17][C:16]([CH3:19])=[CH:15][C:14]=2[C:20]([CH:22]2[CH2:26][CH2:25][CH2:24][CH2:23]2)=[O:21])=[O:11])[S:7][CH:8]=1.[C:27](Cl)(=[O:29])[CH3:28].N1C=CC=CC=1>C(Cl)Cl>[CH:22]1([C:20]([C:14]2[CH:15]=[C:16]([CH3:19])[CH:17]=[CH:18][C:13]=2[NH:12][C:10](=[O:11])[NH:9][C:6]2[S:7][CH:8]=[C:4]([CH2:3][CH2:2][NH:1][C:27](=[O:29])[CH3:28])[N:5]=2)=[O:21])[CH2:23][CH2:24][CH2:25][CH2:26]1. Procedure details: To 1-[4-(amino-ethyl)-thiazol-2-yl]-3-(2-cyclopentanecarbonyl-4-methyl-phenyl)-urea (0.05 g, 0.13 mmol) in 10 mL DCM at 0° C. was added acetyl chloride (0.02 g, 0.27 mmol) followed by pyridine (0.02 g, 0.21 mmol). After stirring for 3 h, reaction was concentrated and purified by flash chromatography on silica gel with 50% EtOAc/hexane to obtain the product in 64% yield. Starting materials: CC(C)(C)O, ClCCl, [Mg+2], O=S(=O)([O-])[O-], O=C(O)C1CC1, O=S(=O)(O)O. Product: CC(C)(C)OC(=O)C1CC1. As a reaction SMILES: [CH3:18][C:19]([CH3:20])([CH3:21])[OH:22].[Cl:23][CH2:24][Cl:25].[Mg+2:6].[O-:7][S:8]([O-:9])(=[O:10])=[O:11].[OH:12][C:13](=[O:14])[CH:15]1[CH2:16][CH2:17]1.[S:1](=[O:2])(=[O:3])([OH:4])[OH:5]>>[O:12]=[C:13]([O:14][C:19]([CH3:18])([CH3:20])[CH3:21])[CH:15]1[CH2:16][CH2:17]1. The reactants are Cc1ncc2ccccc2c1Br, C1CCOC1, [Li]CCCC, Cl, [Na+], O=C([O-])O, CN(C)C=O. The product is Cc1ncc2ccccc2c1C=O. RXN SMILES: [Br:6][c:7]1[c:8]([CH3:17])[n:9][cH:10][c:11]2[cH:12][cH:13][cH:14][cH:15][c:16]12.[CH2:29]1[O:30][CH2:31][CH2:32][CH2:33]1.[CH3:1][CH2:2][CH2:3][CH2:4][Li:5].[ClH:23].[Na+:28].[O-:24][C:25]([OH:26])=[O:27].[O:18]=[CH:19][N:20]([CH3:21])[CH3:22]>>[c:7]1([CH:19]=[O:18])[c:8]([CH3:17])[n:9][cH:10][c:11]2[cH:12][cH:13][cH:14][cH:15][c:16]12. Reactants: O.[OH-].[Li+] (lithium hydroxide monohydrate), COC(=O)C1=CN(C2=CC=CC=C12)C=1N=CC2=CC=CC=C2C1 (3-methoxycarbonyl-1-(isoquinol-3-yl)-1H-indole), Cl (hydrochloric acid). The solvent is O1CCCC1 (tetrahydrofuran), O (water), O (water). Conditions: time 15 hour. Product: C(=O)(O)C1=CN(C2=CC=CC=C12)C=1N=CC2=CC=CC=C2C1 (3-carboxy-1-(isoquinol-3-yl)-1H-indole). Yield: 61.0%. RXN SMILES: O.[OH-].[Li+].C[O:5][C:6]([C:8]1[C:16]2[C:11](=[CH:12][CH:13]=[CH:14][CH:15]=2)[N:10]([C:17]2[N:18]=[CH:19][C:20]3[C:25]([CH:26]=2)=[CH:24][CH:23]=[CH:22][CH:21]=3)[CH:9]=1)=[O:7].Cl>O1CCCC1.O>[C:6]([C:8]1[C:16]2[C:11](=[CH:12][CH:13]=[CH:14][CH:15]=2)[N:10]([C:17]2[N:18]=[CH:19][C:20]3[C:25]([CH:26]=2)=[CH:24][CH:23]=[CH:22][CH:21]=3)[CH:9]=1)([OH:7])=[O:5] |f:0.1.2|. Procedure details: 0.5 g (11.92 mmol) of lithium hydroxide monohydrate and 15 cm3 of water are added to a solution at a temperature in the region of 22° C. of 1.1 g (3.64 mmol) of 3-methoxycarbonyl-1-(isoquinol-3-yl)-1H-indole in 15 cm3 of tetrahydrofuran. After stirring at the reflux point of the solvent for 15 hours, the reaction mixture is concentrated to dryness under reduced pressure (2.7 kPa), the residue is triturated in water and the resulting suspension is filtered. The solid obtained is suspended in 20 c... Starting materials: Cc1ccccc1, CC(C)Nc1ccccc1CO. Yields the product CC(C)Nc1ccccc1C=O. RXN SMILES: [CH3:13][c:14]1[cH:15][cH:16][cH:17][cH:18][cH:19]1.[CH:1]([CH3:2])([CH3:3])[NH:4][c:5]1[c:6]([CH2:11][OH:12])[cH:7][cH:8][cH:9][cH:10]1>>[CH:1]([CH3:2])([CH3:3])[NH:4][c:5]1[c:6]([CH:11]=[O:12])[cH:7][cH:8][cH:9][cH:10]1. The reactants are COC(=O)C1(CCOCC1)C1=CC(=C(C=C1)N)C1=CCCCC1 (4-(4-amino-3-cyclohex-1-enyl-phenyl)-tetrahydro-pyran-4-carboxylic acid methyl ester), [K+].C(#N)C=1N=C(N(C1)COCC[Si](C)(C)C)C(=O)[O-] (4-Cyano-1-(2-trimethylsilanyl-ethoxymethyl)-1H-imidazole-2-carboxylate potassium salt). Solvent: CCOC(=O)C.CCCCCC (EtOAc hexane). Yields the product COC(=O)C1(CCOCC1)C1=CC(=C(C=C1)NC(=O)C=1N(C=C(N1)C#N)COCC[Si](C)(C)C)C1=CCCCC1 (4-(4-{[4-Cyano-1-(2-trimethylsilanyl-ethoxymethyl)-1H-imidazole-2-carbonyl]-amino}-3-cyclohex-1-enyl-phenyl)-tetrahydro-pyran-4-carboxylic acid methyl ester). Isolated yield 78.0%. RXN SMILES: [CH3:1][O:2][C:3]([C:5]1([C:11]2[CH:16]=[CH:15][C:14]([NH2:17])=[C:13]([C:18]3[CH2:23][CH2:22][CH2:21][CH2:20][CH:19]=3)[CH:12]=2)[CH2:10][CH2:9][O:8][CH2:7][CH2:6]1)=[O:4].[K+].[C:25]([C:27]1[N:28]=[C:29]([C:40]([O-])=[O:41])[N:30]([CH2:32][O:33][CH2:34][CH2:35][Si:36]([CH3:39])([CH3:38])[CH3:37])[CH:31]=1)#[N:26]>CCOC(C)=O.CCCCCC>[CH3:1][O:2][C:3]([C:5]1([C:11]2[CH:16]=[CH:15][C:14]([NH:17][C:40]([C:29]3[N:30]([CH2:32][O:33][CH2:34][CH2:35][Si:36]([CH3:39])([CH3:38])[CH3:37])[CH:31]=[C:27]([C:25]#[N:26])[N:28]=3)=[O:41])=[C:13]([C:18]3[CH2:23][CH2:22][CH2:21][CH2:20][CH:19]=3)[CH:12]=2)[CH2:6][CH2:7][O:8][CH2:9][CH2:10]1)=[O:4] |f:1.2,3.4|. Reported procedure: The title compound was prepared by the coupling procedure of Example 1, step (f) using 4-(4-amino-3-cyclohex-1-enyl-phenyl)-tetrahydro-pyran-4-carboxylic acid methyl ester (as prepared in the previous step, 250 mg, 0.793 mmol), and potassium 4-cyano-1-(2-trimethylsilanyl-ethoxymethyl)-1H-imidazole-2-carboxylate (as prepared in Example 1, step (d), 266 mg, 0.872 mmol). Silica gel chromatography (20% EtOAc-hexane) afforded the title compound (348 mg, 78%) as a colorless oil. Mass spectrum (ESI, m/...